This data is from the Open Reaction Database (ORD), a public repository of structured organic reaction records. The task is: describe an organic reaction: reactants, conditions, products, and yield Reactants: C[Si](C)(C)CCOCn1ccnc1CC(CO)Cc1nccn1COCC[Si](C)(C)C, C1CCOC1, O, O=Cc1ccc(O)cc1, c1ccc(P(c2ccccc2)c2ccccc2)cc1. Product: C[Si](C)(C)CCOCn1ccnc1CC(COc1ccc(C=O)cc1)Cc1nccn1COCC[Si](C)(C)C. Reaction SMILES: [CH3:6][Si:7]([CH2:8][CH2:9][O:10][CH2:11][n:12]1[c:13]([CH2:17][CH:18]([CH2:19][OH:20])[CH2:21][c:22]2[n:23]([CH2:27][O:28][CH2:29][CH2:30][Si:31]([CH3:32])([CH3:33])[CH3:34])[cH:24][cH:25][n:26]2)[n:14][cH:15][cH:16]1)([CH3:35])[CH3:36].[O:1]1[CH2:2][CH2:3][CH2:4][CH2:5]1.[OH2:65].[OH:37][c:38]1[cH:39][cH:40][c:41]([CH:42]=[O:43])[cH:44][cH:45]1.[c:46]1([P:47]([c:48]2[cH:49][cH:50][cH:51][cH:52][cH:53]2)[c:54]2[cH:55][cH:56][cH:57][cH:58][cH:59]2)[cH:60][cH:61][cH:62][cH:63][cH:64]1>>[CH3:6][Si:7]([CH2:8][CH2:9][O:10][CH2:11][n:12]1[c:13]([CH2:17][CH:18]([CH2:19][O:20][c:38]2[cH:39][cH:40][c:41]([CH:42]=[O:43])[cH:44][cH:45]2)[CH2:21][c:22]2[n:23]([CH2:27][O:28][CH2:29][CH2:30][Si:31]([CH3:32])([CH3:33])[CH3:34])[cH:24][cH:25][n:26]2)[n:14][cH:15][cH:16]1)([CH3:35])[CH3:36]. The reactants are CS(C)=O, CCOCC, ClCc1ccccc1, [H-], [Na+], O, S=C=S, c1cc[nH]c1. The product is S=C(SCc1ccccc1)n1cccc1. Reaction SMILES: [CH3:19][S:20](=[O:21])[CH3:22].[CH3:23][CH2:24][O:25][CH2:26][CH3:27].[Cl:11][CH2:12][c:13]1[cH:14][cH:15][cH:16][cH:17][cH:18]1.[H-:6].[Na+:7].[OH2:28].[S:8]=[C:9]=[S:10].[nH:1]1[cH:2][cH:3][cH:4][cH:5]1>>[n:1]1([C:9](=[S:8])[S:10][CH2:12][c:13]2[cH:14][cH:15][cH:16][cH:17][cH:18]2)[cH:2][cH:3][cH:4][cH:5]1. Reaction SMILES: [NH2:1][C:2]1[C:9](I)=[CH:8][C:5]([C:6]#[N:7])=[C:4]([C:11]([F:14])([F:13])[F:12])[CH:3]=1.[C:15]([Cu])#[N:16]>CN1C(=O)CCC1>[NH2:1][C:2]1[CH:3]=[C:4]([C:11]([F:14])([F:13])[F:12])[C:5]([C:6]#[N:7])=[CH:8][C:9]=1[C:15]#[N:16]. The reactants are NC1=CC(=C(C#N)C=C1I)C(F)(F)F (4-Amino-5-iodo-2-trifluoromethyl-benzonitrile), C(#N)[Cu] (CuCN). Reported procedure: 4-Amino-5-iodo-2-trifluoromethyl-benzonitrile (1.5 mmoL), CuCN (1.7 mmoL) in NMP (10 mL) was heated at 150° C. for 4 hrs. The reaction mixture was passed through a pad of Celite. The reaction mixture was then partitioned between ethyl acetate and water. The organic layer was washed with water, then brine, dried over anhydrous Na2SO4, filtered and concentrated to yield the title compound as a brown solid. Product: NC1=C(C=C(C#N)C(=C1)C(F)(F)F)C#N (4-Amino-6-trifluoromethyl-isophthalonitrile). Run in CN1CCCC1=O (NMP). The reactants are CCC(CC)(CC)C([O-])([O-])[O-], CCO, NCc1c(N)cccc1F. The product is CC1=Nc2cccc(F)c2CN1. RXN SMILES: [CH2:11]([CH3:12])[C:13]([CH2:14][CH3:15])([CH2:16][CH3:17])[C:18]([O-:19])([O-:20])[O-:21].[CH3:22][CH2:23][OH:24].[NH2:1][c:2]1[c:3]([CH2:4][NH2:5])[c:6]([F:10])[cH:7][cH:8][cH:9]1>>[N:1]1=[C:11]([CH3:12])[NH:5][CH2:4][c:3]2[c:2]1[cH:9][cH:8][cH:7][c:6]2[F:10]. The reactants are C1COCCO1, CNC1CCN(C)CC1, NS(N)(=O)=O. The product is CN1CCC(N(C)S(N)(=O)=O)CC1. RXN SMILES: [CH2:15]1[O:16][CH2:17][CH2:18][O:19][CH2:20]1.[CH3:1][N:2]1[CH2:3][CH2:4][CH:5]([NH:8][CH3:9])[CH2:6][CH2:7]1.[NH2:10][S:11]([NH2:12])(=[O:13])=[O:14]>>[CH3:1][N:2]1[CH2:3][CH2:4][CH:5]([N:8]([CH3:9])[S:11]([NH2:10])(=[O:13])=[O:14])[CH2:6][CH2:7]1. RXN SMILES: [CH3:1][C:2]1[CH:16]=[CH:15][C:5]([C:6]([NH:8][CH:9](O)[C:10]([Cl:13])([Cl:12])[Cl:11])=[O:7])=[CH:4][CH:3]=1.N1C=CC=CC=1.S(Cl)([Cl:25])=O.C(OCC)C>C(Cl)Cl>[CH3:1][C:2]1[CH:16]=[CH:15][C:5]([C:6]([NH:8][CH:9]([Cl:25])[C:10]([Cl:13])([Cl:12])[Cl:11])=[O:7])=[CH:4][CH:3]=1. Yields the product CC1=CC=C(C(=O)NC(C(Cl)(Cl)Cl)Cl)C=C1 (4-methyl-N-(1,2,2,2-tetrachloroethyl)benzamide). Reported procedure: A stirred solution of Example 37C (20.0 g, 70.8 mmol) in CH2Cl2(300 mL) at 0° C. was treated with pyridine (10 mL). The reaction mixture was treated dropwise with thionyl chloride (10.4 mL, 141 mmol), and the reaction flask was equipped with a calcium chloride drying tube. The reaction mixture was warmed to ambient temperature and stirred for 4 hours. Concentration of the reaction mixture to a reduced volume and addition of diethyl ether (100 mL) resulted in a precipitate which was filtered off,... Run in C(Cl)Cl (CH2Cl2). Isolated yield 89.2%. Starting materials: CC1=CC=C(C(=O)NC(C(Cl)(Cl)Cl)O)C=C1 (4-methyl-N-(2,2,2-trichloro-1-hydroxyethyl)benzamide), N1=CC=CC=C1 (pyridine), C(C)OCC (diethyl ether), S(=O)(Cl)Cl (thionyl chloride). Conditions: time 4 hour. The reactants are C(C)(C)(C)C1=CC=2C(=NC3=C(NC2S1)C=CC=C3)N (2-tert-butyl4H-3-thia-4,9-diaza-benzo[f]azulen-10-ylamine), C(CC1=CC=CC=C1)[C@@H]1NCCNC1 ((S)-2-phenethyl-piperazine). The product is C(C)(C)(C)C1=CC=2C(=NC3=C(NC2S1)C=CC=C3)N3C[C@@H](NCC3)CCC3=CC=CC=C3 ((S)-2-tert-Butyl-10-(3-phenethyl-piperazin-1-yl)-4H-3-thia-4,9-diaza-benzo[f]azulene). Yield: 36.7%. Reaction SMILES: [C:1]([C:5]1[S:14][C:13]2[NH:12][C:11]3[CH:15]=[CH:16][CH:17]=[CH:18][C:10]=3[N:9]=[C:8]([NH2:19])[C:7]=2[CH:6]=1)([CH3:4])([CH3:3])[CH3:2].[CH2:20]([C@H:28]1[CH2:33]N[CH2:31][CH2:30][NH:29]1)[CH2:21][C:22]1[CH:27]=[CH:26][CH:25]=[CH:24][CH:23]=1>>[C:1]([C:5]1[S:14][C:13]2[NH:12][C:11]3[CH:15]=[CH:16][CH:17]=[CH:18][C:10]=3[N:9]=[C:8]([N:19]3[CH2:31][CH2:30][NH:29][C@@H:28]([CH2:20][CH2:21][C:22]4[CH:23]=[CH:24][CH:25]=[CH:26][CH:27]=4)[CH2:33]3)[C:7]=2[CH:6]=1)([CH3:4])([CH3:2])[CH3:3]. Procedure: By using a method similar to the method of Example 460, using 2-tert-butyl4H-3-thia-4,9-diaza-benzo[f]azulen-10-ylamine (0.934 g, 3.44 mmol) and (S)-2-phenethyl-piperazine (0.655 g, 3.44 mmol) gives 0.561 g of the title compound as a yellow solid: mp 93–96° C.; mass spectrum (ion spray): m/z=445 (M+1); Analysis for C27H32N4S(0.5 H2O): calcd: C, 71.49; H, 7.33; N, 12.35; found: C, 71.27; H, 6.88; N, 12.29. The reactants are NC[C@@H]1[C@H]2C[C@H]2CN1C(=O)C=1N=C(SC1C1=CC(=CC=C1)Cl)C (((1S,2S,5R)-2-Aminomethyl-3-aza-bicyclo[3.1.0]hex-3-yl)-[5-(3-chloro-phenyl)-2-methyl-thiazol-4-yl]-methanone), COC=1C=C(C(=O)O)C=C(C1)OC (3,5-dimethoxy-benzoic acid). The product is ClC=1C=C(C=CC1)C1=C(N=C(S1)C)C(=O)N1[C@@H]([C@H]2C[C@H]2C1)CNC(C1=CC(=CC(=C1)OC)OC)=O (N-{(1S,2S,5R)-3-[5-(3-Chloro-phenyl)-2-methyl-thiazole-4-carbonyl]-3-aza-bicyclo[3.1.0]hex-2-ylmethyl}-3,5-dimethoxy-benzamide). Reaction SMILES: [NH2:1][CH2:2][C@H:3]1[N:8]([C:9]([C:11]2[N:12]=[C:13]([CH3:23])[S:14][C:15]=2[C:16]2[CH:21]=[CH:20][CH:19]=[C:18]([Cl:22])[CH:17]=2)=[O:10])[CH2:7][C@H:6]2[C@@H:4]1[CH2:5]2.[CH3:24][O:25][C:26]1[CH:27]=[C:28]([CH:32]=[C:33]([O:35][CH3:36])[CH:34]=1)[C:29](O)=[O:30]>>[Cl:22][C:18]1[CH:17]=[C:16]([C:15]2[S:14][C:13]([CH3:23])=[N:12][C:11]=2[C:9]([N:8]2[CH2:7][C@H:6]3[C@H:4]([CH2:5]3)[C@H:3]2[CH2:2][NH:1][C:29](=[O:30])[C:28]2[CH:32]=[C:33]([O:35][CH3:36])[CH:34]=[C:26]([O:25][CH3:24])[CH:27]=2)=[O:10])[CH:21]=[CH:20][CH:19]=1. Procedure details: prepared by reaction of ((1S,2S,5R)-2-Aminomethyl-3-aza-bicyclo[3.1.0]hex-3-yl)-[5-(3-chloro-phenyl)-2-methyl-thiazol-4-yl]-methanone with 3,5-dimethoxy-benzoic acid. LC-MS (basic): tR=0.92 min; [M+H]+=512.3.